From a dataset of the Open Reaction Database (ORD), a public repository of structured organic reaction records. describe an organic reaction: reactants, conditions, products, and yield Starting materials: CC=1N(C(=CC1)C)C1=NNC(=C1)C(=O)N(C)OC (3-(2,5-Dimethyl-1H-pyrrol-1-yl)-N-methoxy-N-methyl-1H-pyrazole-5-carboxamide), C[Mg+].[Br-] (MeMgBr). Solvent: C1CCOC1 (THF). Conditions: time 5 hour. The product is CC=1N(C(=CC1)C)C1=NNC(=C1)C(C)=O (1-(3-(2,5-Dimethyl-1H-pyrrol-1-yl)-1H-pyrazol-5-yl)ethanone). Isolated yield 88.6%. As a reaction SMILES: [CH3:1][C:2]1[N:3]([C:8]2[CH:12]=[C:11]([C:13](N(OC)C)=[O:14])[NH:10][N:9]=2)[C:4]([CH3:7])=[CH:5][CH:6]=1.[CH3:19][Mg+].[Br-]>C1COCC1>[CH3:7][C:4]1[N:3]([C:8]2[CH:12]=[C:11]([C:13](=[O:14])[CH3:19])[NH:10][N:9]=2)[C:2]([CH3:1])=[CH:6][CH:5]=1 |f:1.2|. Reported procedure: A 250-mL round-bottomed flask equipped with a magnetic stirrer was charged with 150c (7.44 g, 1.0 eq., 30.0 mmol) and THF (100 mL). Under N2 protection, a solution of MeMgBr (3.0 Min ether) (25 mL, 2.5 eq., 75.0 mmol) was added at 0° C. The mixture was stirred at room temperature for 5 h and quenched with saturated NH4Cl solution (30 mL). The mixture was concentrated under reduced pressure and the residue was extracted with ethyl acetate (3×50 mL). The combined organic layer was evaporated under... The reactants are C(C(=O)O)(=O)O (oxalic acid), O1[C@@H](C1)COC1=C2C=CNC2=CC=C1 ((S)-(+)-4-(oxiranylmethoxy)-1H-indole), FC(C1=CC=C(C=C1)C1CCNCC1)(F)F (4-(4-trifluoromethylphenyl)piperidine), CO (methanol). The solvent is C(C)(=O)OCC (ethyl acetate), C(C)(=O)OCC (ethyl acetate). The product is C(C(=O)O)(=O)O.N1C=CC2=C(C=CC=C12)OC[C@H](CN1CCC(CC1)C1=CC=C(C=C1)C(F)(F)F)O ((2S)-(-)-1-(4-indolyloxy)-3-(4-(4-trifluoromethylphenyl)piperidin-1-yl)-2-propanol ethanedioate). As a reaction SMILES: [O:1]1[CH2:3][C@H:2]1[CH2:4][O:5][C:6]1[CH:14]=[CH:13][CH:12]=[C:11]2[C:7]=1[CH:8]=[CH:9][NH:10]2.[F:15][C:16]([F:30])([F:29])[C:17]1[CH:22]=[CH:21][C:20]([CH:23]2[CH2:28][CH2:27][NH:26][CH2:25][CH2:24]2)=[CH:19][CH:18]=1.[C:31]([OH:36])(=[O:35])[C:32]([OH:34])=[O:33].CO>C(OCC)(=O)C>[C:31]([OH:36])(=[O:35])[C:32]([OH:34])=[O:33].[NH:10]1[C:11]2[C:7](=[C:6]([O:5][CH2:4][C@@H:2]([OH:1])[CH2:3][N:26]3[CH2:27][CH2:28][CH:23]([C:20]4[CH:21]=[CH:22][C:17]([C:16]([F:15])([F:29])[F:30])=[CH:18][CH:19]=4)[CH2:24][CH2:25]3)[CH:14]=[CH:13][CH:12]=2)[CH:8]=[CH:9]1 |f:5.6|. Procedure: The title compound was prepared in similar fashion from (S)-(+)-4-(oxiranylmethoxy)-1H-indole and 4-(4-trifluoromethylphenyl)piperidine. The resulting free base was dissolved in ethyl acetate, and precipitated with one equivalent of oxalic acid in ethyl acetate in 34% overall yield. FDMS m/e=419 (M+ of free base). α[D]589 =-10.15 (c=0.47, methanol). Reactants: CC#CCOc1ccc(S(=O)(=O)NC(C(=O)OC)c2ccc(OCCN3CCCC3)cc2)cc1, C1CCOC1, CO, [Na+], [OH-]. Yields the product CC#CCOc1ccc(S(=O)(=O)NC(C(=O)O)c2ccc(OCCN3CCCC3)cc2)cc1. RXN SMILES: [CH2:1]([C:2]#[C:3][CH3:4])[O:5][c:6]1[cH:7][cH:8][c:9]([S:12](=[O:13])(=[O:14])[NH:15][CH:16]([C:17](=[O:18])[O:19][CH3:20])[c:21]2[cH:22][cH:23][c:24]([O:27][CH2:28][CH2:29][N:30]3[CH2:31][CH2:32][CH2:33][CH2:34]3)[cH:25][cH:26]2)[cH:10][cH:11]1.[CH2:37]1[O:38][CH2:39][CH2:40][CH2:41]1.[CH3:42][OH:43].[Na+:36].[OH-:35]>>[CH2:1]([C:2]#[C:3][CH3:4])[O:5][c:6]1[cH:7][cH:8][c:9]([S:12](=[O:13])(=[O:14])[NH:15][CH:16]([C:17](=[O:18])[OH:19])[c:21]2[cH:22][cH:23][c:24]([O:27][CH2:28][CH2:29][N:30]3[CH2:31][CH2:32][CH2:33][CH2:34]3)[cH:25][cH:26]2)[cH:10][cH:11]1. Reactants: CSC1=NN=C(S1)N=C=O (5-methylthio-1,3,4-thiadiazol-2-yl isocyanate), dimethyl acetal, C(CC)NCC=O (2-propylaminoacetaldehyde). Solvent: C1=CC=CC=C1 (benzene), C1=CC=CC=C1 (benzene). Product: dimethyl acetal, C(CC)N(C(=O)NC=1SC(=NN1)SC)CC=O (2-[1-propyl-3-(5-methylthio-1,3,4-thiadiazol-2-yl)-ureido]acetaldehyde). As a reaction SMILES: [CH3:1][S:2][C:3]1[S:7][C:6]([N:8]=[C:9]=[O:10])=[N:5][N:4]=1.[CH2:11]([NH:14][CH2:15][CH:16]=[O:17])[CH2:12][CH3:13]>C1C=CC=CC=1>[CH2:11]([N:14]([CH2:15][CH:16]=[O:17])[C:9]([NH:8][C:6]1[S:7][C:3]([S:2][CH3:1])=[N:4][N:5]=1)=[O:10])[CH2:12][CH3:13]. Procedure: A mixture of 5-methylthio-1,3,4-thiadiazol-2-yl isocyanate dimer (0.05 mole), the dimethyl acetal of 2-propylaminoacetaldehyde (0.1 mole) and benzene (60 ml) is charged into a glass reaction vessel equipped with a mechanical stirrer and reflux condenser. The reaction mixture is heated at reflux for a period of about 15 minutes. After this time the mixture is stripped of benzene under reduced pressure to yield a solid product as the residue. The residue is then recrystallized to yield the desired... Starting materials: C(C)(C)(C)OC(=O)NC1C(N(C2=C(C(=N1)C1=C(C=CC=C1)F)C=CC=C2)CC2=NC=CC=C2C(=O)O)=O ((3RS)-3-tert-butoxycarbonylamino-2,3-dihydro-5-(2-fluorophenyl)-1-(3-hydroxycarbonylpyridin-2-yl) methyl-1H-1,4-benzodiazepin-2-one), O.ON1N=NC2=C1C=CC=C2 (1-hydroxybenzotriazole monohydrate), [OH-].[NH4+] (ammonium hydroxide), N=1C(C=NC=C2C1C=CC=C2)=O (1,4-benzodiazepin-2-one). Solvent: O1CCCC1 (tetrahydrofuran), O1CCCC1 (tetrahydrofuran). Conditions: time 2 hour. Yields the product NC1C(N(C2=C(C(=N1)C1=C(C=CC=C1)F)C=CC=C2)CC2=NC=CC(=C2)C)=O ((3RS)-3-amino-2,3-dihydro-5-(2-fluorophenyl)-1-(4-methyl-pyridin-2-yl) methyl-1H-1,4-benzodiazepin-2-one). As a reaction SMILES: C(OC([NH:8][CH:9]1[N:15]=[C:14]([C:16]2[CH:21]=[CH:20][CH:19]=[CH:18][C:17]=2[F:22])[C:13]2[CH:23]=[CH:24][CH:25]=[CH:26][C:12]=2[N:11]([CH2:27][C:28]2[C:33](C(O)=O)=[CH:32][CH:31]=[CH:30][N:29]=2)[C:10]1=[O:37])=O)(C)(C)C.O.ON1C2C=CC=C[C:43]=2N=N1.[OH-].[NH4+].N1C(=O)C=NC=C2C=CC=CC=12>O1CCCC1>[NH2:8][CH:9]1[N:15]=[C:14]([C:16]2[CH:21]=[CH:20][CH:19]=[CH:18][C:17]=2[F:22])[C:13]2[CH:23]=[CH:24][CH:25]=[CH:26][C:12]=2[N:11]([CH2:27][C:28]2[CH:33]=[C:32]([CH3:43])[CH:31]=[CH:30][N:29]=2)[C:10]1=[O:37] |f:1.2,3.4|. Procedure: A solution of (3RS)-3-tert-butoxycarbonylamino-2,3-dihydro-5-(2-fluorophenyl)-1-(3-hydroxycarbonylpyridin-2-yl) methyl-1H-1,4-benzodiazepin-2-one (0.71 g) in tetrahydrofuran (20 ml) was treated with dicyclohexylcalbodiimide (0.29 g) and 1-hydroxybenzotriazole monohydrate (0.215 g) at room temperature. The mixture was stirred for 2 hours at the same condition. To the mixture was added dropwise a solution of ammonium hydroxide (28% ammonia in water, 0.359 g) in tetrahydrofuran (1 ml) at ambient te...